From a dataset of the Open Reaction Database (ORD), a public repository of structured organic reaction records. describe an organic reaction: reactants, conditions, products, and yield The reactants are CC(=O)O, CCO, CC(C)(C)OC(=O)CN1C(=O)C(N)CCCC1c1ccccc1, CCOC(=O)C(=O)CCc1ccccc1. Yields the product CCOC(=O)C(CCc1ccccc1)NC1CCCC(c2ccccc2)N(CC(=O)OC(C)(C)C)C1=O. Reaction SMILES: [CH3:39][C:40](=[O:41])[OH:42].[CH3:43][CH2:44][OH:45].[NH2:1][CH:2]1[C:3](=[O:23])[N:4]([CH2:15][C:16](=[O:17])[O:18][C:19]([CH3:20])([CH3:21])[CH3:22])[CH:5]([c:9]2[cH:10][cH:11][cH:12][cH:13][cH:14]2)[CH2:6][CH2:7][CH2:8]1.[O:24]=[C:25]([C:26](=[O:27])[O:28][CH2:29][CH3:30])[CH2:31][CH2:32][c:33]1[cH:34][cH:35][cH:36][cH:37][cH:38]1>>[NH:1]([CH:2]1[C:3](=[O:23])[N:4]([CH2:15][C:16](=[O:17])[O:18][C:19]([CH3:20])([CH3:21])[CH3:22])[CH:5]([c:9]2[cH:10][cH:11][cH:12][cH:13][cH:14]2)[CH2:6][CH2:7][CH2:8]1)[CH:25]([C:26](=[O:27])[O:28][CH2:29][CH3:30])[CH2:31][CH2:32][c:33]1[cH:34][cH:35][cH:36][cH:37][cH:38]1. Starting materials: CC(C)(C)c1cc2c(cc1[N+](=O)[O-])OCO2, CCO, Cl, O. Product: CC(C)(C)c1cc2c(cc1N)OCO2. Reaction SMILES: [C:1]([CH3:2])([CH3:3])([CH3:4])[c:5]1[cH:6][c:7]2[c:8]([cH:12][c:13]1[N+:14]([O-:15])=[O:16])[O:9][CH2:10][O:11]2.[CH3:18][CH2:19][OH:20].[ClH:17].[OH2:21]>>[C:1]([CH3:2])([CH3:3])([CH3:4])[c:5]1[cH:6][c:7]2[c:8]([cH:12][c:13]1[NH2:14])[O:9][CH2:10][O:11]2. Run in CC(C)O (isopropyl alcohol), CC(C)O (isopropylalcohol). Run at temperature 22 celsius, time 20 hour. The yield is 4.5%. Starting materials: C(c1ccc(cc1)c1ccncc1)=O, CC1=CN=C(C=C1)N, [C-]#[N+]C1CCCCC1. As a reaction SMILES: CC1=CC=C(N)N=C1.[C-]#[N+]C1CCCCC1.O=CC1=CC=C(C=C1)C1=CC=NC=C1>>CC1=CN2C(C=C1)=NC(=C2NC1CCCCC1)C1=CC=C(C=C1)C1=CC=NC=C1. The reagents and catalysts are O=C(O)C(F)(F)F (trifluoroacetic acid). Yields the product Cc1ccc2nc(c3ccc(cc3)c3ccncc3)c(NC3CCCCC3)n2c1.